From a dataset of the Open Reaction Database (ORD), a public repository of structured organic reaction records. describe an organic reaction: reactants, conditions, products, and yield Starting materials: O=C([O-])O, CCOC(C)=O, O=C=NS(=O)(=O)Cl, CC(C)C(NC(=O)Cn1c(-c2ccccc2)ccc(N)c1=O)C(=O)C(F)(F)F, [Na+], C1CCOC1. The product is CC(C)C(NC(=O)Cn1c(-c2ccccc2)ccc(NC(N)=O)c1=O)C(=O)C(F)(F)F. Reaction SMILES: [C:36](=[O:37])([OH:38])[O-:39].[CH3:46][CH2:47][O:48][C:49](=[O:50])[CH3:51].[Cl:29][S:30](=[O:31])(=[O:32])[N:33]=[C:34]=[O:35].[NH2:1][c:2]1[c:3](=[O:28])[n:4]([CH2:14][C:15](=[O:16])[NH:17][CH:18]([C:19]([C:20]([F:21])([F:22])[F:23])=[O:24])[CH:25]([CH3:26])[CH3:27])[c:5](-[c:8]2[cH:9][cH:10][cH:11][cH:12][cH:13]2)[cH:6][cH:7]1.[Na+:40].[O:41]1[CH2:42][CH2:43][CH2:44][CH2:45]1>>[NH:1]([c:2]1[c:3](=[O:28])[n:4]([CH2:14][C:15](=[O:16])[NH:17][CH:18]([C:19]([C:20]([F:21])([F:22])[F:23])=[O:24])[CH:25]([CH3:26])[CH3:27])[c:5](-[c:8]2[cH:9][cH:10][cH:11][cH:12][cH:13]2)[cH:6][cH:7]1)[C:34]([NH2:33])=[O:35]. Reactants: ClCCCBr, CC[O-], CCO, Cc1ncoc1-c1n[nH]c(=S)n1C, [Na+]. Product: Cc1ncoc1-c1nnc(SCCCCl)n1C. Reaction SMILES: [Br:18][CH2:19][CH2:20][CH2:21][Cl:22].[CH3:1][CH2:2][O-:3].[CH3:23][CH2:24][OH:25].[CH3:5][n:6]1[c:7](=[S:17])[nH:8][n:9][c:10]1-[c:11]1[c:12]([CH3:16])[n:13][cH:14][o:15]1.[Na+:4]>>[CH3:5][n:6]1[c:7]([S:17][CH2:19][CH2:20][CH2:21][Cl:22])[n:8][n:9][c:10]1-[c:11]1[c:12]([CH3:16])[n:13][cH:14][o:15]1.